Dataset: the Open Reaction Database (ORD), a public repository of structured organic reaction records. Task: describe an organic reaction: reactants, conditions, products, and yield Reactants: C=CCNc1c(C(=O)OCC)cnc2cn[nH]c12, [Na+], [OH-], O. Yields the product C=CCNc1c(C(=O)O)cnc2cn[nH]c12. Reaction SMILES: [CH2:1]([CH:2]=[CH2:3])[NH:4][c:5]1[c:6]2[c:7]([n:8][cH:9][c:10]1[C:11](=[O:12])[O:13][CH2:14][CH3:15])[cH:16][n:17][nH:18]2.[Na+:20].[OH-:19].[OH2:21]>>[CH2:1]([CH:2]=[CH2:3])[NH:4][c:5]1[c:6]2[c:7]([n:8][cH:9][c:10]1[C:11](=[O:12])[OH:13])[cH:16][n:17][nH:18]2. The reactants are CN1CCC2(CC1)CNc1ccccc12, CS(C)=O, CCCCCC, Cl, Fc1ccccc1, [H-], [Na+], O. Yields the product CN1CCC2(CC1)CN(c1ccccc1)c1ccccc12. As a reaction SMILES: [CH3:1][N:2]1[CH2:3][CH2:4][C:5]2([CH2:6][NH:7][c:8]3[cH:9][cH:10][cH:11][cH:12][c:13]32)[CH2:14][CH2:15]1.[CH3:26][S:27](=[O:28])[CH3:29].[CH3:30][CH2:31][CH2:32][CH2:33][CH2:34][CH3:35].[ClH:25].[F:18][c:19]1[cH:20][cH:21][cH:22][cH:23][cH:24]1.[H-:16].[Na+:17].[OH2:36]>>[CH3:1][N:2]1[CH2:3][CH2:4][C:5]2([CH2:6][N:7]([c:19]3[cH:20][cH:21][cH:22][cH:23][cH:24]3)[c:8]3[cH:9][cH:10][cH:11][cH:12][c:13]32)[CH2:14][CH2:15]1. The reactants are Cl.ClC=1C=C2CCN3C2=C(C(=NC2=C3C=CC=C2)C)C1 (4-chloro-6-methyl-1,2-dihydroindolo[1,7-ab][1,5]benzodiazepine hydrochloride), [BH4-].[Na+] (sodium borohydride), O (water). The solvent is C(C)O (ethanol). Yields the product ClC=1C=C2CCN3C2=C(C(NC2=C3C=CC=C2)C)C1 (4-chloro-6-methyl-1,2,6,7-tetrahydroindolo[1,7-ab][1,5]benzodiazepine). RXN SMILES: Cl.[Cl:2][C:3]1[CH:4]=[C:5]2[C:9]3=[C:10]([CH:20]=1)[C:11]([CH3:19])=[N:12][C:13]1[CH:18]=[CH:17][CH:16]=[CH:15][C:14]=1[N:8]3[CH2:7][CH2:6]2.[BH4-].[Na+].O>C(O)C>[Cl:2][C:3]1[CH:4]=[C:5]2[C:9]3=[C:10]([CH:20]=1)[CH:11]([CH3:19])[NH:12][C:13]1[CH:18]=[CH:17][CH:16]=[CH:15][C:14]=1[N:8]3[CH2:7][CH2:6]2 |f:0.1,2.3|. Procedure: To a well stirred mixture of 45.0 g of 4-chloro-6-methyl-1,2-dihydroindolo[1,7-ab][1,5]benzodiazepine hydrochloride, in 450 ml of absolute ethanol, cooled to 0° C. under N2, is added sodium borohydride in portions until the initial purple color is discharged. The mixture is stirred 1 hour longer at 0° C., then 2 hours at room temperature. Then water is added in portions to destroy excess reagent and to maximize precipitation of product. The latter is filtered, washed well with water and dried to... Starting materials: FC1=C(C=CC=C1)C=1C(=C2C(=NC1)NC=C2)N2CCN(CC2)C(=O)OC(C)(C)C (tert-Butyl 4-(5-(2-fluorophenyl)-1H-pyrrolo[2,3-b]pyridin-4-yl)piperazine-1-carboxylate), C(=O)(C(F)(F)F)O (TFA). Solvent: C(Cl)Cl (DCM). Conditions: time 1 hour. The product is FC1=C(C=CC=C1)C=1C(=C2C(=NC1)NC=C2)N2CCNCC2 (5-(2-fluorophenyl)-4-(piperazin-1-yl)-1H-pyrrolo[2,3-b]pyridine). Isolated yield 104.3%. Reaction SMILES: [F:1][C:2]1[CH:7]=[CH:6][CH:5]=[CH:4][C:3]=1[C:8]1[C:9]([N:17]2[CH2:22][CH2:21][N:20](C(OC(C)(C)C)=O)[CH2:19][CH2:18]2)=[C:10]2[CH:16]=[CH:15][NH:14][C:11]2=[N:12][CH:13]=1.C(O)(C(F)(F)F)=O>C(Cl)Cl>[F:1][C:2]1[CH:7]=[CH:6][CH:5]=[CH:4][C:3]=1[C:8]1[C:9]([N:17]2[CH2:18][CH2:19][NH:20][CH2:21][CH2:22]2)=[C:10]2[CH:16]=[CH:15][NH:14][C:11]2=[N:12][CH:13]=1. Reported procedure: tert-Butyl 4-(5-(2-fluorophenyl)-1H-pyrrolo[2,3-b]pyridin-4-yl)piperazine-1-carboxylate (0.045 g, 0.11 mmol) was placed in DCM (3 mL) at room temperature. TFA (0.3 mL) was then added, and the reaction was stirred at room temperature for 1 hour and concentrated to dryness. The resulting residue was then dissolved in minimal DCM and added to a stirring solution of 1M HCl in ether. The resulting solid was filtered, washed with ether and dried to give 5-(2-fluorophenyl)-4-(piperazin-1-yl)-1H-pyrrolo... Reactants: ClC1=NC=CC(=N1)NC1=CC(=NN1)C1CC1 (2-Chloro-N-(3-cyclopropyl-1H-pyrazol-5-yl)pyrimidin-4-amine), S(=O)(=O)(C1=CC=C(C)C=C1)N1C=CC2=C(C=CC=C12)CN ((1-tosyl-1H-indol-4-yl)methanamine), CCN(C(C)C)C(C)C (DIPEA). Run in CC(C)O (IPA). Conditions: temperature 120 celsius. Product: C1(CC1)C1=CC(=NN1)NC1=NC(=NC=C1)NCC1=C2C=CN(C2=CC=C1)S(=O)(=O)C1=CC=C(C)C=C1 (N4-(5-cyclopropyl-1H-pyrazol-3-yl)-N2-((1-tosyl-1H-indol-4-yl)methyl)pyrimidine-2,4-diamine). Yield: 47.9%. RXN SMILES: Cl[C:2]1[N:7]=[C:6]([NH:8][C:9]2[NH:13][N:12]=[C:11]([CH:14]3[CH2:16][CH2:15]3)[CH:10]=2)[CH:5]=[CH:4][N:3]=1.[S:17]([N:27]1[C:35]2[C:30](=[C:31]([CH2:36][NH2:37])[CH:32]=[CH:33][CH:34]=2)[CH:29]=[CH:28]1)([C:20]1[CH:26]=[CH:25][C:23]([CH3:24])=[CH:22][CH:21]=1)(=[O:19])=[O:18].CCN(C(C)C)C(C)C>CC(O)C>[CH:14]1([C:11]2[NH:12][N:13]=[C:9]([NH:8][C:6]3[CH:5]=[CH:4][N:3]=[C:2]([NH:37][CH2:36][C:31]4[CH:32]=[CH:33][CH:34]=[C:35]5[C:30]=4[CH:29]=[CH:28][N:27]5[S:17]([C:20]4[CH:21]=[CH:22][C:23]([CH3:24])=[CH:25][CH:26]=4)(=[O:19])=[O:18])[N:7]=3)[CH:10]=2)[CH2:16][CH2:15]1. Reported procedure: A tube was charged with 53 (415 mg, 1.38 mmol), 46 (486 mg, 2.07 mmol), DIPEA (1.0 ml) and IPA (3 mL), degassed, sealed and heated at 120° C. overnight. The mixture was concentrated in vacuo. The residue was purified by SiO2 chromatography eluting with a DCM/MeOH gradient (3.3 to 5% MeOH) to afford 330 mg (48%) of N4-(5-cyclopropyl-1H-pyrazol-3-yl)-N2-((1-tosyl-1H-indol-4-yl)methyl)pyrimidine-2,4-diamine (50) as yellow solid: MS (ESI) m/z=500.3 [M+1]+.